Dataset: the Open Reaction Database (ORD), a public repository of structured organic reaction records. Task: describe an organic reaction: reactants, conditions, products, and yield Starting materials: CCN=C=NCCCN(C)C, Cc1noc(-c2ccccc2)c1CCC(=O)O, CN(C)C=O, Cl, COC(=O)c1ccc(N)cc1, O, O, On1nnc2ccccc21. Yields the product COC(=O)c1ccc(NC(=O)CCc2c(C)noc2-c2ccccc2)cc1. As a reaction SMILES: [CH2:41]([N:42]=[C:43]=[N:44][CH2:45][CH2:46][CH2:47][N:48]([CH3:49])[CH3:50])[CH3:51].[CH3:12][c:13]1[n:14][o:15][c:16](-[c:23]2[cH:24][cH:25][cH:26][cH:27][cH:28]2)[c:17]1[CH2:18][CH2:19][C:20](=[O:21])[OH:22].[CH3:53][N:54]([CH3:55])[CH:56]=[O:57].[ClH:40].[NH2:1][c:2]1[cH:3][cH:4][c:5]([C:6](=[O:7])[O:8][CH3:9])[cH:10][cH:11]1.[OH2:29].[OH2:52].[OH:30][n:31]1[c:32]2[cH:33][cH:34][cH:35][cH:36][c:37]2[n:38][n:39]1>>[NH:1]([c:2]1[cH:3][cH:4][c:5]([C:6](=[O:7])[O:8][CH3:9])[cH:10][cH:11]1)[C:20]([CH2:19][CH2:18][c:17]1[c:13]([CH3:12])[n:14][o:15][c:16]1-[c:23]1[cH:24][cH:25][cH:26][cH:27][cH:28]1)=[O:21]. The reactants are CCN(C(C)C)C(C)C, CS(=O)(=O)Cl, COC(=O)C(c1ccccc1Cl)N1CCC(O)C(=CC(=O)N(C)C)C1, ClCCl. The product is COC(=O)C(c1ccccc1Cl)N1CCC(OS(C)(=O)=O)C(=CC(=O)N(C)C)C1. As a reaction SMILES: [CH2:26]([N:27]([CH:28]([CH3:29])[CH3:30])[CH:31]([CH3:32])[CH3:33])[CH3:34].[CH3:35][S:36]([Cl:37])(=[O:38])=[O:39].[Cl:1][c:2]1[c:3]([CH:4]([C:5](=[O:6])[O:7][CH3:8])[N:9]2[CH2:10][C:11](=[CH:16][C:17]([N:18]([CH3:19])[CH3:20])=[O:21])[CH:12]([OH:15])[CH2:13][CH2:14]2)[cH:22][cH:23][cH:24][cH:25]1.[Cl:40][CH2:41][Cl:42]>>[Cl:1][c:2]1[c:3]([CH:4]([C:5](=[O:6])[O:7][CH3:8])[N:9]2[CH2:10][C:11](=[CH:16][C:17]([N:18]([CH3:19])[CH3:20])=[O:21])[CH:12]([O:15][S:36]([CH3:35])(=[O:38])=[O:39])[CH2:13][CH2:14]2)[cH:22][cH:23][cH:24][cH:25]1. The reactants are OC1=C(C=CC=2C(N3C(C=NC21)CCC3)=O)C (2,3,5,11a-tetrahydro-9-hydroxy-8-methyl-1H-pyrrolo(2,1-C)(1,4)benzodiazepin-5-one), O (water). The solvent is C(C)#N (acetonitrile). Conditions: time 2 hour. Product: OC1=C(C=CC=2C(N3C(C(NC21)O)CCC3)=O)C (2,3,5,10,11,11a-hexahydro-9,11-dihydroxy-8-methyl-1H-pyrrolo(2,1-C)(1,4)benzodiazepin-5-one). Reaction SMILES: [OH:1][C:2]1[C:12]2[N:11]=[CH:10][CH:9]3[CH2:13][CH2:14][CH2:15][N:8]3[C:7](=[O:16])[C:6]=2[CH:5]=[CH:4][C:3]=1[CH3:17].[OH2:18]>C(#N)C>[OH:1][C:2]1[C:12]2[NH:11][CH:10]([OH:18])[CH:9]3[CH2:13][CH2:14][CH2:15][N:8]3[C:7](=[O:16])[C:6]=2[CH:5]=[CH:4][C:3]=1[CH3:17]. Procedure: 64.4 mg of 2,3,5,11a-tetrahydro-9-hydroxy-8-methyl-1H-pyrrolo(2,1-C)(1,4)benzodiazepin-5-one was dissolved in 2.5 ml of hot acetonitrile, 0.5 ml of water was added thereto, and the mixture was allowed to stand first at room temperature for 2 hours and then at -20° C. for 1 day. Thus, 51.1 mg of 2,3,5,10,11,11a-hexahydro-9,11-dihydroxy-8-methyl-1H-pyrrolo(2,1-C)(1,4)benzodiazepin-5-one was obtained as a yellow-colored crystal. Recrystallization of the resulting product from aqueous acetonitrile g... Reactants: C(C1=CC=CC=C1)N1C(CC(C1)C1(CC(C1)(F)F)NC(=O)OC(C)(C)C)=O (1-benzyl-4-[3-(tert-butoxycarbonylamino)-1,1-difluorocyclobutan-3-yl]-2-pyrrolidone). The reagents and catalysts are [Pd] (palladium on carbon). The solvent is C(C)O (ethanol). Reaction conditions: time 2 hour. Yields the product C(C)(C)(C)OC(=O)NC1(CC(C1)(F)F)C1CNCC1 (3-[3-(tert-Butoxycarbonylamino)-1,1-difluorocyclobutan-3-yl]pyrrolidine). Reaction SMILES: C([N:8]1[CH2:12][CH:11]([C:13]2([NH:19][C:20]([O:22][C:23]([CH3:26])([CH3:25])[CH3:24])=[O:21])[CH2:16][C:15]([F:18])([F:17])[CH2:14]2)[CH2:10][C:9]1=O)C1C=CC=CC=1>C(O)C.[Pd]>[C:23]([O:22][C:20]([NH:19][C:13]1([CH:11]2[CH2:10][CH2:9][NH:8][CH2:12]2)[CH2:14][C:15]([F:17])([F:18])[CH2:16]1)=[O:21])([CH3:26])([CH3:24])[CH3:25]. Procedure details: A 317 mg (0.87 mmol) portion of 1-benzyl-3-[3-(tert-butoxycarbonylamino)-1,1-difluorocyclobutan-3-yl]pyrrolidine (Isomer F1) was dissolved in 20 ml of ethanol to which was subsequently added 350 mg of 10% palladium on carbon catalyst. The thus prepared mixture was stirred for 2 hours under irradiation of light and under a hydrogen pressure of 4 atmospheres. After removal of the catalyst by filtration, the solvent was evaporated under a reduced pressure to give 239 mg (quantitative) of the title ...